The task is: describe an organic reaction: reactants, conditions, products, and yield. This data is from the Open Reaction Database (ORD), a public repository of structured organic reaction records. The reactants are Cc1c(C)c2c(c(C)c1C=O)OC(C)(C)C2, CC(C)=O, [Na+], [OH-], O. The product is CC(=O)C=Cc1c(C)c(C)c2c(c1C)OC(C)(C)C2. RXN SMILES: [CH3:1][C:2]1([CH3:16])[O:3][c:4]2[c:5]([c:7]([CH3:15])[c:8]([CH3:14])[c:9]([CH:12]=[O:13])[c:10]2[CH3:11])[CH2:6]1.[CH3:20][C:21]([CH3:22])=[O:23].[Na+:19].[OH-:18].[OH2:17]>>[CH3:1][C:2]1([CH3:16])[O:3][c:4]2[c:5]([c:7]([CH3:15])[c:8]([CH3:14])[c:9]([CH:12]=[CH:20][C:21]([CH3:22])=[O:23])[c:10]2[CH3:11])[CH2:6]1.